Dataset: the Open Reaction Database (ORD), a public repository of structured organic reaction records. Task: describe an organic reaction: reactants, conditions, products, and yield The reactants are O=C([O-])[O-], CCC(CC)c1cc(C)nn2c(I)c(C)nc12, Cc1ccc2c(c1)cc(B(O)O)n2C, ClCCl, [Na+], [Na+], CC(=O)[O-], CC(=O)[O-], [Pd+2], c1ccc(P(c2ccccc2)c2ccccc2)cc1. Yields the product CCC(CC)c1cc(C)nn2c(-c3cc4cc(C)ccc4n3C)c(C)nc12. RXN SMILES: [C:32](=[O:33])([O-:34])[O-:35].[CH2:1]([CH3:2])[CH:3]([CH2:4][CH3:5])[c:6]1[c:7]2[n:8]([n:9][c:10]([CH3:12])[cH:11]1)[c:13]([I:17])[c:14]([CH3:16])[n:15]2.[CH3:18][n:19]1[c:20]([B:29]([OH:30])[OH:31])[cH:21][c:22]2[cH:23][c:24]([CH3:28])[cH:25][cH:26][c:27]12.[Cl:57][CH2:58][Cl:59].[Na+:36].[Na+:37].[O-:61][C:62]([CH3:63])=[O:64].[O-:65][C:66]([CH3:67])=[O:68].[Pd+2:60].[c:38]1([P:39]([c:40]2[cH:41][cH:42][cH:43][cH:44][cH:45]2)[c:46]2[cH:47][cH:48][cH:49][cH:50][cH:51]2)[cH:52][cH:53][cH:54][cH:55][cH:56]1>>[CH2:1]([CH3:2])[CH:3]([CH2:4][CH3:5])[c:6]1[c:7]2[n:8]([n:9][c:10]([CH3:12])[cH:11]1)[c:13](-[c:20]1[n:19]([CH3:18])[c:27]3[c:22]([cH:21]1)[cH:23][c:24]([CH3:28])[cH:25][cH:26]3)[c:14]([CH3:16])[n:15]2. Starting materials: CC(C)C(NC(=O)OC(C)(C)C)C(=O)O, CCO, ClCCl, [NH2-], NCc1ccccc1. Reaction SMILES: [C:1](=[O:2])([O:3][C:4]([CH3:5])([CH3:6])[CH3:7])[NH:8][CH:9]([CH:10]([CH3:11])[CH3:12])[C:13]([OH:14])=[O:15].[CH3:25][CH2:26][OH:27].[Cl:28][CH2:29][Cl:30].[NH2-:16].[NH2:17][CH2:18][c:19]1[cH:20][cH:21][cH:22][cH:23][cH:24]1>>[C:1](=[O:2])([O:3][C:4]([CH3:5])([CH3:6])[CH3:7])[NH:8][CH:9]([CH:10]([CH3:11])[CH3:12])[C:13](=[NH:16])[NH:17][CH2:18][c:19]1[cH:20][cH:21][cH:22][cH:23][cH:24]1. Product: CC(C)C(NC(=O)OC(C)(C)C)C(=N)NCc1ccccc1. Starting materials: COc1cccc2oc(C(=O)O)c(C)c12, COC(=O)C(NS(=O)(=O)c1ccc(-c2ccc(N)cc2)cc1)C(C)C, O=C(Cl)C(=O)Cl, CN(C)C=O, c1ccncc1. The product is COC(=O)C(NS(=O)(=O)c1ccc(-c2ccc(NC(=O)c3oc4cccc(OC)c4c3C)cc2)cc1)C(C)C. RXN SMILES: [CH3:1][O:2][c:3]1[cH:4][cH:5][cH:6][c:7]2[c:8]1[c:9]([CH3:15])[c:10]([C:12](=[O:13])[OH:14])[o:11]2.[CH3:27][O:28][C:29]([CH:30]([CH:31]([CH3:32])[CH3:33])[NH:34][S:35](=[O:36])(=[O:37])[c:38]1[cH:39][cH:40][c:41](-[c:44]2[cH:45][cH:46][c:47]([NH2:50])[cH:48][cH:49]2)[cH:42][cH:43]1)=[O:51].[Cl:16][C:17]([C:18]([Cl:19])=[O:20])=[O:21].[O:22]=[CH:23][N:24]([CH3:25])[CH3:26].[cH:52]1[cH:53][cH:54][n:55][cH:56][cH:57]1>>[CH3:1][O:2][c:3]1[cH:4][cH:5][cH:6][c:7]2[c:8]1[c:9]([CH3:15])[c:10]([C:12](=[O:14])[NH:50][c:47]1[cH:46][cH:45][c:44](-[c:41]3[cH:40][cH:39][c:38]([S:35]([NH:34][CH:30]([C:29]([O:28][CH3:27])=[O:51])[CH:31]([CH3:32])[CH3:33])(=[O:36])=[O:37])[cH:43][cH:42]3)[cH:49][cH:48]1)[o:11]2. Starting materials: C(C(C)C)N (isobutylamine), C([O-])([O-])=O.[K+].[K+] (potassium carbonate), O (water), ClC1=CC(=C(C=C1)[N+](=O)[O-])F (4-chloro-2-fluoro-nitrobenzene). The solvent is O1CCCC1 (tetrahydrofuran). Run at time 3 hour. Product: C(C(C)C)NC1=C(C=CC(=C1)Cl)[N+](=O)[O-] (N-[Isobutyl]2-nitro-5-chloroaniline). Isolated yield 100.0%. As a reaction SMILES: [CH2:1]([NH2:5])[CH:2]([CH3:4])[CH3:3].C(=O)([O-])[O-].[K+].[K+].O.[Cl:13][C:14]1[CH:19]=[CH:18][C:17]([N+:20]([O-:22])=[O:21])=[C:16](F)[CH:15]=1>O1CCCC1>[CH2:1]([NH:5][C:18]1[CH:19]=[C:14]([Cl:13])[CH:15]=[CH:16][C:17]=1[N+:20]([O-:22])=[O:21])[CH:2]([CH3:4])[CH3:3] |f:1.2.3|. Procedure details: Add a solution of isobutylamine (14 mL, 0.138 mol), potassium carbonate (10.4 g, 0.075 mol) and water (50 mL) to a solution of 4-chloro-2-fluoro-nitrobenzene (11.0 g, 0.063 mol) in tetrahydrofuran (0.3 L) and stir at ambient temperature for 3 hours. Separate phases and wash organic layer with 1:1 solution of 1N HCl (aq)/saturated sodium chloride. Dry organic phase with solid magnesium sulfate, filter and concentrate under reduced pressure to give 14.5 g (0.063 mol) of the desired compound as an ... Reactants: C(C)(=O)O[C@@H]1C[C@H]2CC[C@H]3[C@@H]4CC=C(C(C)=O)[C@]4(CC[C@@H]3[C@]2(CC1)C)C (3β-acetoxy-5β-pregn-16-en-20-one), Cl.NO (hydroxylamine hydrochloride), N1=CC=CC=C1 (pyridine). The solvent is C(C)O (ethanol), C(C)O (ethanol), O (water). Reaction conditions: time 2 hour. The product is C(C)(=O)O[C@@H]1C[C@H]2CC[C@H]3[C@@H]4CC=C(C(C)=NO)[C@]4(CC[C@@H]3[C@]2(CC1)C)C (3β-acetoxy-5β-pregn-16-en-20-one oxime). The yield is 83.4%. As a reaction SMILES: [C:1]([O:4][C@H:5]1[CH2:24][CH2:23][C@@:22]2([CH3:25])[C@H:7]([CH2:8][CH2:9][C@@H:10]3[C@@H:21]2[CH2:20][CH2:19][C@@:18]2([CH3:26])[C@H:11]3[CH2:12][CH:13]=[C:14]2[C:15](=O)[CH3:16])[CH2:6]1)(=[O:3])[CH3:2].Cl.[NH2:28][OH:29].N1C=CC=CC=1>C(O)C.O>[C:1]([O:4][C@H:5]1[CH2:24][CH2:23][C@@:22]2([CH3:25])[C@H:7]([CH2:8][CH2:9][C@@H:10]3[C@@H:21]2[CH2:20][CH2:19][C@@:18]2([CH3:26])[C@H:11]3[CH2:12][CH:13]=[C:14]2[C:15](=[N:28][OH:29])[CH3:16])[CH2:6]1)(=[O:3])[CH3:2] |f:1.2|. Procedure details: 56 Parts of 3β-acetoxy-5β-pregn-16-en-20-one is mixed with 315 parts of ethanol and heated to reflux to effect solution. Then, 11.6 parts of hydroxylamine hydrochloride, 14.7 parts of pyridine, 11.2 parts of water and 395 parts of ethanol is added and the refluxing continued for 2 hours. Distillation is initiated and continued until the pot volume is about 200 parts. The pot residue is then chilled to afford a precipitate that is washed first with 150 parts by volume chilled distillate and then ... Reactants: CS(=O)(=O)Cl, CCN(C(C)C)C(C)C, Cc1cc(-c2ccccc2Cl)ccc1CO, ClCCl, O. Product: Cc1cc(-c2ccccc2Cl)ccc1COS(C)(=O)=O. RXN SMILES: [CH3:26][S:27]([Cl:28])(=[O:29])=[O:30].[CH:17]([N:18]([CH:19]([CH3:20])[CH3:21])[CH2:22][CH3:23])([CH3:24])[CH3:25].[Cl:1][c:2]1[c:3](-[c:8]2[cH:9][c:10]([CH3:16])[c:11]([CH2:14][OH:15])[cH:12][cH:13]2)[cH:4][cH:5][cH:6][cH:7]1.[Cl:31][CH2:32][Cl:33].[OH2:34]>>[Cl:1][c:2]1[c:3](-[c:8]2[cH:9][c:10]([CH3:16])[c:11]([CH2:14][O:15][S:27]([CH3:26])(=[O:29])=[O:30])[cH:12][cH:13]2)[cH:4][cH:5][cH:6][cH:7]1. Reaction SMILES: [Cl:1][C:2]1[CH:11]=[C:10]2[C:5]([C:6]([N:12]3[CH2:17][CH2:16][NH:15][CH2:14][CH2:13]3)=[CH:7][CH:8]=[N:9]2)=[CH:4][CH:3]=1.[C:18]1([CH3:27])[C:19]([N:24]=[C:25]=[O:26])=[CH:20][CH:21]=[CH:22][CH:23]=1>C(Cl)Cl>[Cl:1][C:2]1[CH:11]=[C:10]2[C:5]([C:6]([N:12]3[CH2:17][CH2:16][N:15]([C:25]([NH:24][C:19]4[CH:20]=[CH:21][CH:22]=[CH:23][C:18]=4[CH3:27])=[O:26])[CH2:14][CH2:13]3)=[CH:7][CH:8]=[N:9]2)=[CH:4][CH:3]=1. Procedure details: 7-Chloro-4-(piperazin-1-yl)quinoline (62 mg, 0.25 mmol) and o-tolyl isocyanate (31 μL, 0.25 mmol) in CH2Cl2 (5 mL) are reacted according to method C yielding the title product as colorless solid. The solvent is C(Cl)Cl (CH2Cl2). Yields the product ClC1=CC=C2C(=CC=NC2=C1)N1CCN(CC1)C(=O)NC1=C(C=CC=C1)C (7-Chloro-4-[4-(2-methylphenylaminocarbonyl)piperazin-1-yl]quinoline). The reactants are ClC1=CC=C2C(=CC=NC2=C1)N1CCNCC1 (7-Chloro-4-(piperazin-1-yl)quinoline), C=1(C(=CC=CC1)N=C=O)C (o-tolyl isocyanate).